From a dataset of the Open Reaction Database (ORD), a public repository of structured organic reaction records. describe an organic reaction: reactants, conditions, products, and yield Reactants: [Cl-].ClC1=C(C=C(C=C1)C(C)(C)C1=CN=C(N1C1=CC=C(C=C1)F)SCC1=C(C=C(C=C1F)S(=O)(=O)NCCC[N+](C)(C)C)F)OC (3-(4-((5-(2-(4-chloro-3-methoxyphenyl)propan-2-yl)-1-(4-fluorophenyl)-1H-imidazol-2-ylthio)methyl)-3,5-difluorphenylsulfonamido)-N,N,N-trimethylpropan-1-aminium chloride), C(=O)([O-])[O-].[K+].[K+] (K2CO3), methyl-(4-bromomethyl)-benzoate. Solvent: CN(C)C=O (DMF). Reaction conditions: time 24 hour. The product is [Cl-].C(=O)(O)C1=CC=C(CN(S(=O)(=O)C2=CC(=C(C(=C2)F)CSC=2N(C(=CN2)C(C)(C)C2=CC(=C(C=C2)Cl)OC)C2=CC=C(C=C2)F)F)CCC[N+](C)(C)C)C=C1 (3-(N-(4-carboxybenzyl)-4-((5-(2-(4-chloro-3-methoxyphenyl)propan-2-yl)-1-(4-fluorophenyl)-1H-imidazol-2-ylthio)methyl)-3,5-difluorophenylsulfonamido)-N,N,N-trimethylpropan-1-aminium chloride). Isolated yield 187.8%. As a reaction SMILES: [Cl-].[Cl:2][C:3]1[CH:8]=[CH:7][C:6]([C:9]([C:12]2[N:16]([C:17]3[CH:22]=[CH:21][C:20]([F:23])=[CH:19][CH:18]=3)[C:15]([S:24][CH2:25][C:26]3[C:31]([F:32])=[CH:30][C:29]([S:33]([NH:36][CH2:37][CH2:38][CH2:39][N+:40]([CH3:43])([CH3:42])[CH3:41])(=[O:35])=[O:34])=[CH:28][C:27]=3[F:44])=[N:14][CH:13]=2)([CH3:11])[CH3:10])=[CH:5][C:4]=1[O:45][CH3:46].[C:47]([O-:50])([O-])=[O:48].[K+].[K+]>CN(C=O)C>[Cl-:2].[C:47]([C:3]1[CH:8]=[CH:7][C:6]([CH2:9][N:36]([CH2:37][CH2:38][CH2:39][N+:40]([CH3:41])([CH3:43])[CH3:42])[S:33]([C:29]2[CH:28]=[C:27]([F:44])[C:26]([CH2:25][S:24][C:15]3[N:16]([C:17]4[CH:22]=[CH:21][C:20]([F:23])=[CH:19][CH:18]=4)[C:12]([C:9]([C:6]4[CH:7]=[CH:8][C:3]([Cl:2])=[C:4]([O:45][CH3:46])[CH:5]=4)([CH3:10])[CH3:11])=[CH:13][N:14]=3)=[C:31]([F:32])[CH:30]=2)(=[O:35])=[O:34])=[CH:5][CH:4]=1)([OH:50])=[O:48] |f:0.1,2.3.4,6.7|. Procedure details: To a solution of 3-(4-((5-(2-(4-chloro-3-methoxyphenyl)propan-2-yl)-1-(4-fluorophenyl)-1H-imidazol-2-ylthio)methyl)-3,5-difluorphenylsulfonamido)-N,N,N-trimethylpropan-1-aminium chloride (96 mg, 0.13 mmol) in DMF (2 mL) was added K2CO3 (80 mg, 0.58 mmol) and methyl-(4-bromomethyl)-benzoate (40 mg, 0.18 mmol) at 25° C. and the resulting suspension was stirred for 24 h. The reaction mixture was quenched into water (20 mL) and extracted with EtOAc (3×20 mL). The combined organic layers were washed ...